Dataset: the Open Reaction Database (ORD), a public repository of structured organic reaction records. Task: describe an organic reaction: reactants, conditions, products, and yield Reactants: OCC(CCC#N)CCC (4-(hydroxymethyl)heptanenitrile), [Si](C)(C)(C(C)(C)C)Cl (t-butyldimethylsilyl chloride), C(C)(C)N(CC)C(C)C (diisopropylethylamine). The reagents and catalysts are CN(C1=CC=NC=C1)C (4-dimethylaminopyridine). Solvent: C(Cl)Cl (methylene chloride), C(Cl)Cl (methylenechloride). Run at time 66 hour. Product: O([Si](C)(C)C(C)(C)C)CC(CCC#N)CCC (4-(t-butyldimethylsiloxymethyl)heptanenitrile). The yield is 82.7%. As a reaction SMILES: [OH:1][CH2:2][CH:3]([CH2:8][CH2:9][CH3:10])[CH2:4][CH2:5][C:6]#[N:7].[Si:11](Cl)([C:14]([CH3:17])([CH3:16])[CH3:15])([CH3:13])[CH3:12].C(N(C(C)C)CC)(C)C>C(Cl)Cl.CN(C)C1C=CN=CC=1>[O:1]([CH2:2][CH:3]([CH2:8][CH2:9][CH3:10])[CH2:4][CH2:5][C:6]#[N:7])[Si:11]([C:14]([CH3:17])([CH3:16])[CH3:15])([CH3:13])[CH3:12]. Reported procedure: To a mixture of 45.50 g (0.323 mol) of crude 4-(hydroxymethyl)heptanenitrile and 53.5 g of t-butyldimethylsilyl chloride in 450 mL of methylene chloride at 3°-4° C., under argon, was added a solution of 67.5 mL (50.1 g, 0.388 mol) of diisopropylethylamine in 67.5 mL of methylenechloride dropwise over 10 min. 3.94 g (32.2 mmol) of 4-dimethylaminopyridine was then added and after stirring at room temperature for 66 hr, the dark reaction mixture was washed with 150 mL of 2N hydrogen chloride soluti... Reactants: C(CC)C=1N(C2=C(C=NC=3C=CC=CC23)N1)CCC(=O)OCC (ethyl 3-(2-propyl-1H-imidazo[4,5-c]quinolin-1-yl)propanoate), N1CCOCC1 (morpholine). Product: N1(CCOCC1)C(CCN1C(=NC=2C=NC=3C=CC=CC3C21)CCC)=O (1-(3-morpholin-4-yl-3-oxopropyl)-2-propyl-1H-imidazo[4,5-c]quinoline). The yield is 98.4%. As a reaction SMILES: [CH2:1]([C:4]1[N:5]([CH2:17][CH2:18][C:19](OCC)=[O:20])[C:6]2[C:15]3[CH:14]=[CH:13][CH:12]=[CH:11][C:10]=3[N:9]=[CH:8][C:7]=2[N:16]=1)[CH2:2][CH3:3].[NH:24]1[CH2:29][CH2:28][O:27][CH2:26][CH2:25]1>>[N:24]1([C:19](=[O:20])[CH2:18][CH2:17][N:5]2[C:6]3[C:15]4[CH:14]=[CH:13][CH:12]=[CH:11][C:10]=4[N:9]=[CH:8][C:7]=3[N:16]=[C:4]2[CH2:1][CH2:2][CH3:3])[CH2:29][CH2:28][O:27][CH2:26][CH2:25]1. Procedure: A solution of ethyl 3-(2-propyl-1H-imidazo[4,5-c]quinolin-1-yl)propanoate (4.0 g, 15 mmol) in morpholine (20 mL, 0.2 mol) was heated at reflux for two days, allowed to cool to ambient temperature, and concentrated under reduced pressure to provide 5.2 g of 1-(3-morpholin-4-yl-3-oxopropyl)-2-propyl-1H-imidazo[4,5-c]quinoline. The reactants are CC(C)(C)OC(=O)Nc1cc(F)c(C#N)cc1[N+](=O)[O-], C1CCNC1, CS(C)=O. The product is CC(C)(C)OC(=O)Nc1cc(N2CCCC2)c(C#N)cc1[N+](=O)[O-]. RXN SMILES: [C:1]([CH3:2])([CH3:3])([CH3:4])[O:5][C:6]([NH:7][c:8]1[c:9]([N+:17](=[O:18])[O-:19])[cH:10][c:11]([C:15]#[N:16])[c:12]([F:14])[cH:13]1)=[O:20].[CH2:21]1[CH2:22][CH2:23][NH:24][CH2:25]1.[CH3:26][S:27]([CH3:28])=[O:29]>>[C:1]([CH3:2])([CH3:3])([CH3:4])[O:5][C:6]([NH:7][c:8]1[c:9]([N+:17](=[O:18])[O-:19])[cH:10][c:11]([C:15]#[N:16])[c:12]([N:24]2[CH2:23][CH2:22][CH2:21][CH2:25]2)[cH:13]1)=[O:20]. The reactants are P(=O)(O)(O)[O-].[K+] (potassium dihydrogenphosphate), MgCl2.6H2O, [OH-].[Na+] (NaOH), P(O)(O)(O)=O (phosphoric acid), O1C(=CC=C1)C(O)C1C=CCCC1 (2-Furyl-2-cyclohexenylcarbinol), [Cl-].[Na+] (sodium chloride). The solvent is O (water). Reaction conditions: temperature 100 celsius. The product is C1(C=CCCC1)C=1C(CC(C1)O)=O (2-(2-cyclohexenyl)-4-hydroxy-2-cyclopentenone). Reaction SMILES: P([O-])(O)(O)=O.[K+].P(=O)(O)(O)O.[O:12]1[CH:16]=[CH:15][CH:14]=[C:13]1[CH:17]([CH:19]1[CH2:24][CH2:23][CH2:22][CH:21]=[CH:20]1)O.[OH-:25].[Na+].[Cl-].[Na+]>O>[CH:19]1([C:17]2[C:16](=[O:12])[CH2:15][CH:14]([OH:25])[CH:13]=2)[CH2:24][CH2:23][CH2:22][CH:21]=[CH:20]1 |f:0.1,4.5,6.7|. Reported procedure: A mixture of water (800 ml) and potassium dihydrogenphosphate (0.3 g) was heated to 100° C. and then adjusted to pH 5.0 with addition of phosphoric acid. 2-Furyl-2-cyclohexenylcarbinol (20 g) was then added, and the mixture was stirred under reflux for 20 hours while keeping the pH at 5.0. After addition of MgCl2.6H2O (20 g), the mixture was adjusted to pH 7.3 with an aqueous 1N NaOH solution and stirred for 8 hours under reflux. The reaction mixture was cooled, admixed with sodium chloride (20 ... Starting materials: C(C)(C)(C)[Si](OC=1C(=C(C=O)C(=C(C1)F)F)OC)(C)C (3-(tert-butyl-dimethyl-silanyloxy)-5,6-difluoro-2-methoxy-benzaldehyde), BrC=1C(=NC(=NC1)Cl)Cl (5-bromo-2,4-dichloropyrimidine), C(C)(C)[Mg]Cl (isopropylmagnesium chloride), [Cl-].[NH4+] (ammonium chloride). Run in C(C)(=O)OCC (ethyl acetate), O1CCCC1 (tetrahydrofuran), O (water), O1CCCC1 (tetrahydrofuran). Run at temperature -30 celsius, time 20 minute. Yields the product C(C)(C)(C)[Si](OC=1C(=C(C(=C(C1)F)F)C(O)C=1C(=NC(=NC1)Cl)Cl)OC)(C)C ([3-(tert-butyl-dimethyl-silanyloxy)-5,6-difluoro-2-methoxy-phenyl]-(2,4-dichloro-pyrimidin-5-yl)-methanol). Isolated yield 64.6%. RXN SMILES: Br[C:2]1[C:3]([Cl:9])=[N:4][C:5]([Cl:8])=[N:6][CH:7]=1.C([Mg]Cl)(C)C.[C:15]([Si:19]([CH3:34])([CH3:33])[O:20][C:21]1[C:22]([O:31][CH3:32])=[C:23]([C:26]([F:30])=[C:27]([F:29])[CH:28]=1)[CH:24]=[O:25])([CH3:18])([CH3:17])[CH3:16].[Cl-].[NH4+]>O1CCCC1.O.C(OCC)(=O)C>[C:15]([Si:19]([CH3:34])([CH3:33])[O:20][C:21]1[C:22]([O:31][CH3:32])=[C:23]([CH:24]([C:2]2[C:3]([Cl:9])=[N:4][C:5]([Cl:8])=[N:6][CH:7]=2)[OH:25])[C:26]([F:30])=[C:27]([F:29])[CH:28]=1)([CH3:18])([CH3:17])[CH3:16] |f:3.4|. Procedure details: To a solution of 5-bromo-2,4-dichloropyrimidine (753.6 mg, 3.307 mmol, Matrix Chemicals) in tetrahydrofuran (20 mL) cooled to −30° C. was added dropwise isopropylmagnesium chloride. The temperature was maintained below −25° C. throughout the addition. At the end of addition, the reaction mixture was stirred at −30° C. for 20 minutes and a solution of 3-(tert-butyl-dimethyl-silanyloxy)-5,6-difluoro-2-methoxy-benzaldehyde (1 g, 3.307 mmol, Example 266) in tetrahydrofuran was added dropwise. The te... Starting materials: Cl.Cl.FC=1C=C(C=CC1OC1=NC=NN2C1=C(C(=C2)OCCN2CCN(CC2)C)C)NC(=S)NC(CC2=CC=C(C=C2)F)=O (1-(3-Fluoro-4-(5-methyl-6-(2-(4-methylpiperazin-1-yl)ethoxy)pyrrolo[2,1-f][1,2,4]triazin-4-yloxy)phenyl)-3-(2-(4-fluorophenyl)acetyl)thiourea, bis-hydrochloride salt), Cl.FC=1C=C(C=CC1OC1=NC=NN2C1=C(C(=C2)OCCN2CCOCC2)C)NC(CC(=O)NC2=CC=C(C=C2)F)=O (N1-(3-Fluoro-4-(5-methyl-6-(2-morpholinoethoxy)pyrrolo[2,1-f][1,2,4]triazin-4-yloxy)phenyl)-N3-(4-fluorophenyl)malonamide, hydrochloride salt). Yields the product C1(CC1)CC(=O)NC(=O)NC1=CC(=C(C=C1)OC1=NC=NN2C1=C(C(=C2)OCCN2CCN(CC2)C)C)F (1-(2-Cyclopropylacetyl)-3-(3-fluoro-4-(5-methyl-6-(2-(4-methylpiperazin-1-yl)ethoxy)pyrrolo[2,1-f][1,2,4]triazin-4-yloxy)phenyl)urea). Reaction SMILES: Cl.Cl.[F:3][C:4]1[CH:5]=[C:6]([NH:31][C:32]([NH:34][C:35](=[O:44])[CH2:36][C:37]2[CH:42]=[CH:41]C(F)=CC=2)=S)[CH:7]=[CH:8][C:9]=1[O:10][C:11]1[C:16]2=[C:17]([CH3:30])[C:18]([O:20][CH2:21][CH2:22][N:23]3[CH2:28][CH2:27][N:26]([CH3:29])[CH2:25][CH2:24]3)=[CH:19][N:15]2[N:14]=[CH:13][N:12]=1.Cl.FC1C=C(NC(=O)CC(NC2C=CC(F)=CC=2)=O)C=CC=1[O:53]C1C2=C(C)C(OCCN3CCOCC3)=CN2N=CN=1>>[CH:37]1([CH2:36][C:35]([NH:34][C:32]([NH:31][C:6]2[CH:7]=[CH:8][C:9]([O:10][C:11]3[C:16]4=[C:17]([CH3:30])[C:18]([O:20][CH2:21][CH2:22][N:23]5[CH2:24][CH2:25][N:26]([CH3:29])[CH2:27][CH2:28]5)=[CH:19][N:15]4[N:14]=[CH:13][N:12]=3)=[C:4]([F:3])[CH:5]=2)=[O:53])=[O:44])[CH2:42][CH2:41]1 |f:0.1.2,3.4|. Reported procedure: Prepared in a similar manner as Example 264 using Compound B of Example 45 and Compound A of Example 279 (21.0 mg, 81%). 1H NMR (CD3OD) δ 7.81 (s, 1H), 7.74 (d, 1H, J=5.5 Hz), 7.25 (m, 3H), 4.18 (t, 2H, J=5.5 Hz), 3.35 (t, 2H, J=1.7 Hz), 2.90 (t, 2H, J=5.5 Hz), 2.74-2.54 (m, 4H), 2.45 (s, 3H), 2.33 (t, 4H, J=2.8 Hz), 1.12 (m, 1H), 0.67-0.64 (m, 2H), 0.29-0.25 (m, 2H); MS(ESI+) m/z 529.3 (M+H)+.